describe an organic reaction: reactants, conditions, products, and yield From a dataset of the Open Reaction Database (ORD), a public repository of structured organic reaction records. Starting materials: CN1N=CC(=C1C=O)[N+](=O)[O-] (2-methyl-4-nitro-pyrazole-3-carbaldehyde), BrCC(=O)OC(C)(C)C (tert-butyl 2-bromoacetate). Reagents/catalysts: C[Si](C)(C)Cl (trimethylsilyl chloride), BrCCBr (1,2-dibromoethane), [Zn] (zinc). Solvent: C1CCOC1 (THF), CCOC(=O)C (EtOAc), [Cl-].[NH4+] (ammonium chloride), CCOCC (Et2O). Run at time 150 minute. Product: OC(CC(=O)OC(C)(C)C)C1=C(C=NN1C)[N+](=O)[O-] (tert-butyl 3-hydroxy-3-(1-methyl-4-nitro-1H-pyrazol-5-yl)propanoate). The yield is 75.6%. RXN SMILES: Br[CH2:2][C:3]([O:5][C:6]([CH3:9])([CH3:8])[CH3:7])=[O:4].[CH3:10][N:11]1[C:15]([CH:16]=[O:17])=[C:14]([N+:18]([O-:20])=[O:19])[CH:13]=[N:12]1>CCOCC.C[Si](Cl)(C)C.BrCCBr.C1COCC1.CCOC(C)=O.[Cl-].[NH4+].[Zn]>[OH:17][CH:16]([C:15]1[N:11]([CH3:10])[N:12]=[CH:13][C:14]=1[N+:18]([O-:20])=[O:19])[CH2:2][C:3]([O:5][C:6]([CH3:9])([CH3:8])[CH3:7])=[O:4] |f:7.8|. Reported procedure: To a suspension of zinc dust (<10 μm, 10.3 g, 159 mmol) in dry Et2O (120 mL) was added a few drops of trimethylsilyl chloride to initiate the reaction. The reaction mixture was then heated at reflux for 5 min and a few drops of 1,2-dibromoethane were carefully added. A solution of tert-butyl 2-bromoacetate (18.8 mL, 127 mmol) was added dropwise and the reaction mixture was heated at reflux for 1 hr. A solution of 2-methyl-4-nitro-pyrazole-3-carbaldehyde (77 wt % in DMSO, 6.4 g, 31.8 mmol) in THF... Reactants: ice water, [H-].[Na+] (sodium hydride), CC1C(CCC2=CC=CC=C12)=O (1-methyl-2-tetralone), C(C)OP(OCC)(=O)CC#N (diethylcyanomethylphosphonate). The product is CC1=C(CCC2=CC=CC=C12)CC#N (3,4-dihydro-1-methyl-2-naphthaleneacetonitrile). Procedure details: To a stirred suspension of 7.2 g (0.15 mole) of sodium hydride (50% in oil dispersion) in 200 ml of dimethoxyethane was added dropwise 28.1 g (0.15 mole) of diethylcyanomethylphosphonate [(C2H5O)2P(O)CH2CN]. The addition was complete in ten minutes while the reaction temperature rose to 44° C. The reaction mixture was stirred for 45 minutes and then 25.0 g (0.14 mole) of 1-methyl-2-tetralone was added dropwise over a 30 minute period. The reaction mixture was then warmed at 40° C. for two hours ... Run at temperature 40 celsius, time 45 minute. Reaction SMILES: [H-].[Na+].C(OP([CH2:11][C:12]#[N:13])(=O)OCC)C.[CH3:14][CH:15]1[C:24]2[C:19](=[CH:20][CH:21]=[CH:22][CH:23]=2)[CH2:18][CH2:17][C:16]1=O>C(COC)OC>[CH3:14][C:15]1[C:24]2[C:19](=[CH:20][CH:21]=[CH:22][CH:23]=2)[CH2:18][CH2:17][C:16]=1[CH2:11][C:12]#[N:13] |f:0.1|. Solvent: C(OC)COC (dimethoxyethane). The reactants are BrC1=CC=C(C=C1)O (4-bromophenol), COC(CBr)OC (bromoacetaldehyde dimethyl acetal), C([O-])([O-])=O.[K+].[K+] (potassium carbonate), O (water). The solvent is CN(C=O)C (dimethylformamide). Run at temperature 150 celsius. Yields the product BrC=1C=CC2=C(C=CO2)C1 (5-bromobenzofuran). Yield: 30.5%. RXN SMILES: [Br:1][C:2]1[CH:7]=[CH:6][C:5]([OH:8])=[CH:4][CH:3]=1.CO[CH:11](OC)[CH2:12]Br.C(=O)([O-])[O-].[K+].[K+].O>CN(C)C=O>[Br:1][C:2]1[CH:7]=[CH:6][C:5]2[O:8][CH:12]=[CH:11][C:4]=2[CH:3]=1 |f:2.3.4|. Reported procedure: A solution of 4-bromophenol (17.3 g, 100 mmol) in dimethylformamide (40 ml) was treated with bromoacetaldehyde dimethyl acetal (16.9 g, 100 mmol) and potassium carbonate (13.8 g, 100 mmol) and heated at 150° C. for 16 h. The mixture was cooled, poured into water (500 ml) and extracted with diethyl ether (3×100 ml). The combined organic extracts were dried (MgSO4), concentrated, and filtered through a plug of silica gel eluting with 10% diethyl ether in hexane. The resulting oil (15 g) was added ...